From a dataset of the Open Reaction Database (ORD), a public repository of structured organic reaction records. describe an organic reaction: reactants, conditions, products, and yield Reactants: C1=NCC2c3ccccc3CCc3cccc1c32, CCCCCC, ClC(Cl)Cl, O=C(OO)c1cccc(Cl)c1, c1ccccc1. Product: [O-][N+]1=Cc2cccc3c2C(C1)c1ccccc1CC3. Reaction SMILES: [CH2:1]1[N:2]=[CH:3][c:4]2[cH:5][cH:6][cH:7][c:8]3[c:9]2[CH:10]1[c:11]1[c:12]([cH:15][cH:16][cH:17][cH:18]1)[CH2:13][CH2:14]3.[CH3:30][CH2:31][CH2:32][CH2:33][CH2:34][CH3:35].[CH:42]([Cl:43])([Cl:44])[Cl:45].[Cl:19][c:20]1[cH:21][cH:22][cH:23][c:24]([C:25]([O:26][OH:28])=[O:27])[cH:29]1.[cH:36]1[cH:37][cH:38][cH:39][cH:40][cH:41]1>>[CH2:1]1[N+:2]([O-:27])=[CH:3][c:4]2[cH:5][cH:6][cH:7][c:8]3[c:9]2[CH:10]1[c:11]1[c:12]([cH:15][cH:16][cH:17][cH:18]1)[CH2:13][CH2:14]3. Reactants: C(C)(C)(C)OC(=O)N1C[C@@H](CC1)NC1=CC=C(C=N1)/C=C/C(=O)O ((2E)-3-(6-{[(3R)-1-(tert-butoxycarbonyl)-3-pyrrolidinyl]amino}-3-pyridinyl)acrylic acid), O1C(CCCC1)ON (O-(tetrahydro-2H-pyran-2-yl)hydroxylamine), C=1C=CC2=C(C1)N=NN2O (HOBt), CCN=C=NCCCN(C)C (EDCI). The product is O=C(/C=C/C=1C=CC(=NC1)N[C@H]1CN(CC1)C(=O)OC(C)(C)C)NOC1OCCCC1 (tert-butyl (3R)-3-[(5-{(1E)-3-oxo-3-[(tetrahydro-2H-pyran-2-yloxy)amino]-1-propen-1-yl}-2-pyridinyl)amino]-1-pyrrolidinecarboxylate). Run at time 15 hour. Yield: 77.1%. Procedure details: A mixture of (2E)-3-(6-{[(3R)-1-(tert-butoxycarbonyl)-3-pyrrolidinyl]amino}-3-pyridinyl)acrylic acid (450 mg), O-(tetrahydro-2H-pyran-2-yl)hydroxylamine (174 mg), HOBt (191 mg) and EDCI (220 mg) in DMF (20 ml) was stirred at ambient temperature for 15 hours. The reaction mixture was poured into a mixture of AcOEt-H2O and the organic layer was washed with brine and dried over MgSO4. The solvent was evaporated in vacuo and the residue was chromatographed on silicagel eluting with AcOEt-MeOH (95:5)... Solvent: CN(C)C=O (DMF), C(=O)(C)OCC.O (AcOEt-H2O). Reaction SMILES: [C:1]([O:5][C:6]([N:8]1[CH2:12][CH2:11][C@@H:10]([NH:13][C:14]2[N:19]=[CH:18][C:17](/[CH:20]=[CH:21]/[C:22]([OH:24])=O)=[CH:16][CH:15]=2)[CH2:9]1)=[O:7])([CH3:4])([CH3:3])[CH3:2].[O:25]1[CH2:30][CH2:29][CH2:28][CH2:27][CH:26]1[O:31][NH2:32].C1C=CC2N(O)N=NC=2C=1.CCN=C=NCCCN(C)C>CN(C=O)C.C(OCC)(C)=O.O>[O:24]=[C:22]([NH:32][O:31][CH:26]1[CH2:27][CH2:28][CH2:29][CH2:30][O:25]1)/[CH:21]=[CH:20]/[C:17]1[CH:16]=[CH:15][C:14]([NH:13][C@@H:10]2[CH2:11][CH2:12][N:8]([C:6]([O:5][C:1]([CH3:2])([CH3:3])[CH3:4])=[O:7])[CH2:9]2)=[N:19][CH:18]=1 |f:5.6|.